From a dataset of the Open Reaction Database (ORD), a public repository of structured organic reaction records. describe an organic reaction: reactants, conditions, products, and yield The reactants are [Na+].[Na+].C(CS(=O)(=O)[O-])S(=O)(=O)[O-] (1,2-ethanedisulphonic acid disodium salt). Run in O (water). Yields the product C(CS(=O)(=O)O)S(=O)(=O)O (1,2-Ethanedisulphonic acid). Isolated yield 137.5%. Reaction SMILES: [Na+].[Na+].[CH2:3]([S:9]([O-:12])(=[O:11])=[O:10])[CH2:4][S:5]([O-:8])(=[O:7])=[O:6]>O>[CH2:3]([S:9]([OH:12])(=[O:11])=[O:10])[CH2:4][S:5]([OH:8])(=[O:7])=[O:6] |f:0.1.2|. Procedure details: A solution of 3 g of 1,2-ethanedisulphonic acid disodium salt in 10 ml of water is introduced slowly into 200 ml of Dowex® 50 W×8 resin, and the product is eluted with 200 ml of demineralized water. The eluate is diluted by adding EtOH and concentrated under vacuum. 3.35 g of the expected product are obtained in the form of an oil which crystallizes at RT.